From a dataset of the Open Reaction Database (ORD), a public repository of structured organic reaction records. describe an organic reaction: reactants, conditions, products, and yield The reactants are Cl.C1(=CC=CC=C1)C1(CCNCC1)C(=O)O (4-phenyl-piperidine-4-carboxylic acid hydrochloride), CO (methanol), O=S(Cl)Cl (SOCl2). The solvent is C(C)OCC (diethyl ether). Yields the product Cl.COC(=O)C1(CCNCC1)C1=CC=CC=C1 (4-phenyl-piperidine-4-carboxylic acid methyl-ester hydrochloride). As a reaction SMILES: Cl.[C:2]1([C:8]2([C:14]([OH:16])=[O:15])[CH2:13][CH2:12][NH:11][CH2:10][CH2:9]2)[CH:7]=[CH:6][CH:5]=[CH:4][CH:3]=1.[CH3:17]O.O=S(Cl)[Cl:21]>C(OCC)C>[ClH:21].[CH3:17][O:15][C:14]([C:8]1([C:2]2[CH:3]=[CH:4][CH:5]=[CH:6][CH:7]=2)[CH2:9][CH2:10][NH:11][CH2:12][CH2:13]1)=[O:16] |f:0.1,5.6|. Reported procedure: 4-phenyl-piperidine-4-carboxylic acid hydrochloride (from example 20.6) (2.67 g, 11 mmol) and methanol (35 mL) were combined. SOCl2 (0.9 mL, 12.34 mmol, 1.1 eq.) was added dropwise. The reaction was heated at reflux for 18 h. The reaction was concentrated in vacuo to obtain a residue. The residue was slurried in diethyl ether, filtered, and the solids were rinsed with diethyl ether to give the title compound. Starting materials: C1CCOC1, CO, Cl, CCOC(=O)c1csc(-c2c(F)cccc2F)n1, [Li+], [OH-]. Yields the product O=C(O)c1csc(-c2c(F)cccc2F)n1. Reaction SMILES: [CH2:22]1[O:23][CH2:24][CH2:25][CH2:26]1.[CH3:27][OH:28].[ClH:21].[F:1][c:2]1[c:3](-[c:9]2[s:10][cH:11][c:12]([C:14](=[O:15])[O:16][CH2:17][CH3:18])[n:13]2)[c:4]([F:8])[cH:5][cH:6][cH:7]1.[Li+:20].[OH-:19]>>[F:1][c:2]1[c:3](-[c:9]2[s:10][cH:11][c:12]([C:14](=[O:15])[OH:16])[n:13]2)[c:4]([F:8])[cH:5][cH:6][cH:7]1. Reported procedure: Sodium hydroxide (0.166 mL, 0.166 mmol) was added to a solution of [4-{[2-methyl-3-(trifluoromethyl)phenyl]methyl}-2-(4-morpholinyl)-7-oxo-4,7-dihydro[1,3]thiazolo[4,5-d]pyrimidin-5-yl]methyl acetate (80 mg, 0.166 mmol) in Methanol (1.5 mL). The reaction was stirred at RT for 30 min. 1N HCl was added to adjust to pH=5. The mixture was partitioned between DCM and NaCl solution. The organic layer was concentrated to give the titled compound, 65 mg (90%). LC/MS (ES) m/z 441.0 (M+H)+, 1H NMR (400 MH... As a reaction SMILES: [OH-].[Na+].C([O:6][CH2:7][C:8]1[N:13]([CH2:14][C:15]2[CH:20]=[CH:19][CH:18]=[C:17]([C:21]([F:24])([F:23])[F:22])[C:16]=2[CH3:25])[C:12]2[N:26]=[C:27]([N:29]3[CH2:34][CH2:33][O:32][CH2:31][CH2:30]3)[S:28][C:11]=2[C:10](=[O:35])[N:9]=1)(=O)C.Cl>CO>[OH:6][CH2:7][C:8]1[N:13]([CH2:14][C:15]2[CH:20]=[CH:19][CH:18]=[C:17]([C:21]([F:22])([F:24])[F:23])[C:16]=2[CH3:25])[C:12]2[N:26]=[C:27]([N:29]3[CH2:34][CH2:33][O:32][CH2:31][CH2:30]3)[S:28][C:11]=2[C:10](=[O:35])[N:9]=1 |f:0.1|. The product is OCC1=NC(C2=C(N1CC1=C(C(=CC=C1)C(F)(F)F)C)N=C(S2)N2CCOCC2)=O (5-(hydroxymethyl)-4-{[2-methyl-3-(trifluoromethyl)phenyl]methyl}-2-(4-morpholinyl)[1,3]thiazolo[4,5-d]pyrimidin-7(4H)-one). Run in CO (Methanol). Reactants: [OH-].[Na+] (Sodium hydroxide), C(C)(=O)OCC1=NC(C2=C(N1CC1=C(C(=CC=C1)C(F)(F)F)C)N=C(S2)N2CCOCC2)=O ([4-{[2-methyl-3-(trifluoromethyl)phenyl]methyl}-2-(4-morpholinyl)-7-oxo-4,7-dihydro[1,3]thiazolo[4,5-d]pyrimidin-5-yl]methyl acetate), Cl (HCl). Conditions: time 30 minute.